From a dataset of the Open Reaction Database (ORD), a public repository of structured organic reaction records. describe an organic reaction: reactants, conditions, products, and yield Reactants: [OH-].[Na+] (NaOH), C(CC#N)#N (malononitrile), [H-].[Na+] (sodium hydride), ClC1=NC(=NC(=C1)Cl)N1CCOCC1 (4,6-dichloro-2-morpholinopyrimidine), Cl (HCl). Reagents/catalysts: C=1C=CC(=CC1)[P](C=2C=CC=CC2)(C=3C=CC=CC3)[Pd]([P](C=4C=CC=CC4)(C=5C=CC=CC5)C=6C=CC=CC6)([P](C=7C=CC=CC7)(C=8C=CC=CC8)C=9C=CC=CC9)[P](C=1C=CC=CC1)(C=1C=CC=CC1)C=1C=CC=CC1 (Pd(PPh3)4). Solvent: C1CCOC1 (THF). Conditions: temperature 80 celsius, time 15 minute. Product: ClC1=CC(=NC(=N1)N1CCOCC1)C(C#N)C#N (2-(6-chloro-2-morpholinopyrimidin-4-yl)malononitrile). Yield: 111.4%. RXN SMILES: [C:1](#[N:5])[CH2:2][C:3]#[N:4].[H-].[Na+].Cl[C:9]1[CH:14]=[C:13]([Cl:15])[N:12]=[C:11]([N:16]2[CH2:21][CH2:20][O:19][CH2:18][CH2:17]2)[N:10]=1.[OH-].[Na+].Cl>C1COCC1.C1C=CC([P]([Pd]([P](C2C=CC=CC=2)(C2C=CC=CC=2)C2C=CC=CC=2)([P](C2C=CC=CC=2)(C2C=CC=CC=2)C2C=CC=CC=2)[P](C2C=CC=CC=2)(C2C=CC=CC=2)C2C=CC=CC=2)(C2C=CC=CC=2)C2C=CC=CC=2)=CC=1>[Cl:15][C:13]1[N:12]=[C:11]([N:16]2[CH2:21][CH2:20][O:19][CH2:18][CH2:17]2)[N:10]=[C:9]([CH:2]([C:1]#[N:5])[C:3]#[N:4])[CH:14]=1 |f:1.2,4.5,^1:33,35,54,73|. Reported procedure: To a solution of malononitrile (277 mg, 4.2 mmol) in THF cooled to 0° C., sodium hydride (189 mg, 4.7 mmol) was added. When the evolution of gas ceased, 4,6-dichloro-2-morpholinopyrimidine (1aa) (500 mg, 2.1 mmol) was added to the reaction mixture, followed by Pd(PPh3)4. The resulting suspension was refluxed at 80° C. overnight. The mixture was treated with aq. 2M NaOH (10 mL) and stirred for 15 min. The organic layer was discharged and the aqueous was acidified with aq. 2M HCl and extracted wit... Procedure details: Ethyl (4-{[(5-{[(3-chlorophenyl)methyl]oxy}-2-methylphenyl)carbonyl]amino}-3-methylphenyl)acetate (174 mg, 0.39 mmol) was taken up in acetic acid (10 ml) and 2M HCl (10 ml) and heated at 90° C. for 2 hours. The reaction mixture was allowed to cool and stirring continued at room temperature overnight. The reaction mixture was extracted with ethyl acetate (50 mls), dried using a hydrophobic frit and then evaporated to dryness to give a yellow solid/gum, 155 mg. This was purified by MDAP to give th... Run in C(C)(=O)O (acetic acid). RXN SMILES: [Cl:1][C:2]1[CH:3]=[C:4]([CH2:8][O:9][C:10]2[CH:11]=[CH:12][C:13]([CH3:32])=[C:14]([C:16]([NH:18][C:19]3[CH:24]=[CH:23][C:22]([CH2:25][C:26]([O:28]CC)=[O:27])=[CH:21][C:20]=3[CH3:31])=[O:17])[CH:15]=2)[CH:5]=[CH:6][CH:7]=1.Cl>C(O)(=O)C>[Cl:1][C:2]1[CH:3]=[C:4]([CH2:8][O:9][C:10]2[CH:11]=[CH:12][C:13]([CH3:32])=[C:14]([C:16]([NH:18][C:19]3[CH:24]=[CH:23][C:22]([CH2:25][C:26]([OH:28])=[O:27])=[CH:21][C:20]=3[CH3:31])=[O:17])[CH:15]=2)[CH:5]=[CH:6][CH:7]=1. Conditions: time 8 hour. Starting materials: ClC=1C=C(C=CC1)COC=1C=CC(=C(C1)C(=O)NC1=C(C=C(C=C1)CC(=O)OCC)C)C (Ethyl (4-{[(5-{[(3-chlorophenyl)methyl]oxy}-2-methylphenyl)carbonyl]amino}-3-methylphenyl)acetate), Cl (HCl). Product: ClC=1C=C(C=CC1)COC=1C=CC(=C(C1)C(=O)NC1=C(C=C(C=C1)CC(=O)O)C)C ((4-{[(5-{[(3-chlorophenyl)methyl]oxy}-2-methylphenyl)carbonyl]amino}-3-methylphenyl)acetic Acid).